This data is from the Open Reaction Database (ORD), a public repository of structured organic reaction records. The task is: describe an organic reaction: reactants, conditions, products, and yield Reactants: CC1=CC=C(C=C1)B(O)O (4-methylphenylboronic acid), BrC=1C(=C(C=CC1)N(CCC)CC1=CC(=C(OCC(=O)OCC)C=C1)C)C (ethyl (4-{[(3-bromo-2-methylphenyl)(propyl)amino]methyl}-2-methylphenoxy)acetate). Product: CC1=C(C=CC=C1N(CCC)CC1=CC(=C(OCC(=O)O)C=C1)C)C1=CC=C(C=C1)C ((4-{[(2,4′-Dimethyl-1,1′-biphenyl-3-yl)(propyl)amino]methyl}-2-methylphenoxy)acetic acid). As a reaction SMILES: [CH3:1][C:2]1[CH:7]=[CH:6][C:5](B(O)O)=[CH:4][CH:3]=1.Br[C:12]1[C:13]([CH3:37])=[C:14]([N:18]([CH2:22][C:23]2[CH:35]=[CH:34][C:26]([O:27][CH2:28][C:29]([O:31]CC)=[O:30])=[C:25]([CH3:36])[CH:24]=2)[CH2:19][CH2:20][CH3:21])[CH:15]=[CH:16][CH:17]=1>>[CH3:37][C:13]1[C:14]([N:18]([CH2:22][C:23]2[CH:35]=[CH:34][C:26]([O:27][CH2:28][C:29]([OH:31])=[O:30])=[C:25]([CH3:36])[CH:24]=2)[CH2:19][CH2:20][CH3:21])=[CH:15][CH:16]=[CH:17][C:12]=1[C:5]1[CH:6]=[CH:7][C:2]([CH3:1])=[CH:3][CH:4]=1. Procedure details: Prepared from 4-methylphenylboronic acid and ethyl (4-{[(3-bromo-2-methylphenyl)(propyl)amino]methyl}-2-methylphenoxy)acetate using the procedure described for Example 25 (Method A). The reactants are FC(C(=O)OC(C(F)(F)F)=O)(F)F (trifluoroacetic anhydride), COC=1C=C2C(=CC=NC2=CC1OC)OC1=C(C=C(C=C1)C=1C(N(C(=NC1)SC)C)=O)F (5-(4-(6,7-dimethoxyquinolin-4-yloxy)-3-fluorophenyl)-3-methyl-2-methylthio-3H-pyrimidin-4-one), OO.NC(=O)N (Urea hydrogen peroxide), C(=O)(C(F)(F)F)O (TFA). The solvent is CC#N (CH3CN). Run at time 40 minute. Product: COC=1C=C2C(=CC=NC2=CC1OC)OC1=C(C=C(C=C1)C=1C(N(C(=NC1)O)C)=O)F (5-(4-(6,7-dimethoxyquinolin-4-yloxy)-3-fluorophenyl)-2-hydroxy-3-methyl-3H-pyrimidin-4-one). RXN SMILES: [CH3:1][O:2][C:3]1[CH:4]=[C:5]2[C:10](=[CH:11][C:12]=1[O:13][CH3:14])[N:9]=[CH:8][CH:7]=[C:6]2[O:15][C:16]1[CH:21]=[CH:20][C:19]([C:22]2[C:23](=[O:31])[N:24]([CH3:30])[C:25](SC)=[N:26][CH:27]=2)=[CH:18][C:17]=1[F:32].C(O)(C(F)(F)F)=[O:34].OO.NC(N)=O.FC(F)(F)C(OC(=O)C(F)(F)F)=O>CC#N>[CH3:1][O:2][C:3]1[CH:4]=[C:5]2[C:10](=[CH:11][C:12]=1[O:13][CH3:14])[N:9]=[CH:8][CH:7]=[C:6]2[O:15][C:16]1[CH:21]=[CH:20][C:19]([C:22]2[C:23](=[O:31])[N:24]([CH3:30])[C:25]([OH:34])=[N:26][CH:27]=2)=[CH:18][C:17]=1[F:32] |f:2.3|. Reported procedure: 5-(4-(6,7-Dimethoxyquinolin-4-yloxy)-3-fluorophenyl)-3-methyl-2-methylthio-3H-pyrimidin-4-one (Step 1, 1.048 g, 2.3 mmol) was dissolved in CH3CN (15 mL) and TFA (1.7 mL) and cooled to 0° C. Urea hydrogen peroxide (290 mg, 3.09 mmol) was added, and the reaction was stirred for 5 min. trifluoroacetic anhydride (0.43 mL, 3.09 mmol) was added, and the reaction was warmed to RT and stirred for 40 min. The mixture was quenched with H2O (10 mL) and EtOAc (25 mL) and allowed to stand overnight. Saturate... The product is ClC=1C=C2C=C(NC2=CC1Cl)C1=C(C=C(C(=O)NC2CC(N(C(C2)(C)C)C)(C)C)C=C1)OC (4-(5,6-Dichloro-1H-indol-2-yl)-3-methoxy-N-(1,2,2,6,6-pentamethylpiperidin-4yl)-benzamide). As a reaction SMILES: [CH3:1][O:2][C:3]1[CH:4]=[C:5]([CH:9]=[CH:10][C:11]=1[C:12]1[NH:13][C:14]2[C:19]([CH:20]=1)=[CH:18][C:17]([Cl:21])=[C:16]([Cl:22])[CH:15]=2)[C:6](O)=[O:7].CCN=C=NCCCN(C)C.C1C=NC2N(O)N=NC=2C=1.[NH2:44][CH:45]1[CH2:50][C:49]([CH3:52])([CH3:51])[N:48]([CH3:53])[C:47]([CH3:55])([CH3:54])[CH2:46]1>CN(C=O)C.O>[Cl:21][C:17]1[CH:18]=[C:19]2[C:14](=[CH:15][C:16]=1[Cl:22])[NH:13][C:12]([C:11]1[CH:10]=[CH:9][C:5]([C:6]([NH:44][CH:45]3[CH2:46][C:47]([CH3:54])([CH3:55])[N:48]([CH3:53])[C:49]([CH3:52])([CH3:51])[CH2:50]3)=[O:7])=[CH:4][C:3]=1[O:2][CH3:1])=[CH:20]2. The yield is 59.0%. Solvent: CN(C)C=O (DMF), O (water). Run at temperature 50 celsius, time 18 hour. The reactants are COC=1C=C(C(=O)O)C=CC1C=1NC2=CC(=C(C=C2C1)Cl)Cl (3-methoxy-4-(5,6-dichloro-1H-indol-2-yl)-benzoic acid), CCN=C=NCCCN(C)C (WSC), C1=CC2=C(N=C1)N(N=N2)O (HOAT), NC1CC(N(C(C1)(C)C)C)(C)C (4-amino-1,2,2,6,6-pentamethylpiperidine). Reported procedure: A mixture of 3-methoxy-4-(5,6-dichloro-1H-indol-2-yl)-benzoic acid (0.15 g, 0.45 mmol), WSC (0.094 g, 0.5 mmol), HOAT (0.067 g, 0.5 mmol), 4-amino-1,2,2,6,6-pentamethylpiperidine (0.15 g, 0.9 mmol) in DMF (2 ml) was stirred at 50° C. for 18 h. The mixture was then poured in a large volume of water and extracted with AcOEt. The organic phase was washed with water, dried over MgSO4 and concentrated in vacuo. The residue was purified by flash chromatography (SiO2; CH2Cl2—MeOH—NH4OH: 91.5-7.5-1) the... Starting materials: COC(=O)C=1C(OC2=C(C=C(C=C2C1O)Cl)Cl)=O (6,8-dichloro-4-hydroxy-2-oxo-2H-chromene-3-carboxylic acid methyl ester), [Na+].NCC(=O)[O-] (glycine sodium salt). Solvent: COCCO (2-methoxyethanol). The product is ClC=1C=C2C(=C(C(OC2=C(C1)Cl)=O)C(=O)NCC(=O)O)O ([(6,8-Dichloro-4-hydroxy-2-oxo-2H-chromene-3-carbonyl)-amino]-acetic acid). Isolated yield 86.9%. Reaction SMILES: CO[C:3]([C:5]1[C:6](=[O:18])[O:7][C:8]2[C:13]([C:14]=1[OH:15])=[CH:12][C:11]([Cl:16])=[CH:10][C:9]=2[Cl:17])=[O:4].[Na+].[NH2:20][CH2:21][C:22]([O-:24])=[O:23]>COCCO>[Cl:16][C:11]1[CH:12]=[C:13]2[C:8](=[C:9]([Cl:17])[CH:10]=1)[O:7][C:6](=[O:18])[C:5]([C:3]([NH:20][CH2:21][C:22]([OH:24])=[O:23])=[O:4])=[C:14]2[OH:15] |f:1.2|. Reported procedure: A mixture of 6,8-dichloro-4-hydroxy-2-oxo-2H-chromene-3-carboxylic acid methyl ester (400 mg, 1.39 mmol) and glycine sodium salt (674 mg, 6.94 mmol) in 2-methoxyethanol (14 mL) was heated to reflux overnight. Reaction mixture was concentrated and dissolved in water (100 mL). The solution was acidified by 1 N aq HCl to pH=2-3. White precipitate was collected, rinsed with water and methanol and dried to give the title compound (401 mg). MS ESI(−) m/e: 332, 330 (M−1).